Dataset: the Open Reaction Database (ORD), a public repository of structured organic reaction records. Task: describe an organic reaction: reactants, conditions, products, and yield Reactants: CCCCC (n-pentane), BrC=1C=C(C2=C(C(CO2)(C)C)C1)CC(C)(C)C (5-bromo-3,3-dimethyl-7-(2,2-dimethyl-propyl)-2,3-dihydro-benzofuran), C(C)(C)(C)[Li] (t-butyllithium), BrC=1C=C(C2=C(C(CO2)(C)C)C1)CC(C)(C)C (5-bromo-3,3-dimethyl-7-(2,2-dimethyl-propyl)-2,3-dihydro-benzofuran), solution, B(OC)(OC)OC (trimethyl borate). The solvent is O1CCCC1 (tetrahydrofuran). Product: CC1(COC2=C1C=C(C=C2CC(C)(C)C)B(O)O)C (3,3-Dimethyl-7-(2,2-dimethyl-propyl)-2,3-dihydro-benzofuran-5-boronic Acid). As a reaction SMILES: Br[C:2]1[CH:3]=[C:4]([CH2:13][C:14]([CH3:17])([CH3:16])[CH3:15])[C:5]2[O:9][CH2:8][C:7]([CH3:11])([CH3:10])[C:6]=2[CH:12]=1.C([Li])(C)(C)C.CCCCC.[B:28](OC)([O:31]C)[O:29]C>O1CCCC1>[CH3:10][C:7]1([CH3:11])[C:6]2[CH:12]=[C:2]([B:28]([OH:31])[OH:29])[CH:3]=[C:4]([CH2:13][C:14]([CH3:17])([CH3:16])[CH3:15])[C:5]=2[O:9][CH2:8]1. Reported procedure: Following General Procedure A and using 5-bromo-3,3-dimethyl-7-(2,2-dimethyl-propyl)-2,3-dihydro-benzofuran (Intermediate 32, 0.7 g, 2.37 mmol), 15 mL of anhydrous tetrahydrofuran, 1.7M solution of t-butyllithium in n-pentane (3.53 mL, 6 mmol) and trimethyl borate (0.75 mL, 6 mmol) the title compound was obtained as a foam that was used as such for the next step without purification and characterization.